From a dataset of the Open Reaction Database (ORD), a public repository of structured organic reaction records. describe an organic reaction: reactants, conditions, products, and yield Starting materials: FC(C1=CC=2NC3=CC=CC=C3OC2C=C1)(F)F (2-(trifluoromethyl)phenoxazine), CC1CCC(N1)=O (5-methyl-2-pyrrolidinone), P(=O)(Cl)(Cl)Cl (phosphorus oxychloride). Yields the product CC1CCC(=N1)N1C2=CC=CC=C2OC=2C=CC(=CC12)C(F)(F)F (10-(5-METHYL-1-PYRROLIN-2-YL)-2-(TRIFLUOROMETHYL)PHENOXAZINE). As a reaction SMILES: [F:1][C:2]([F:18])([F:17])[C:3]1[CH:16]=[CH:15][C:14]2[O:13][C:12]3[C:7](=[CH:8][CH:9]=[CH:10][CH:11]=3)[NH:6][C:5]=2[CH:4]=1.[CH3:19][CH:20]1[NH:24][C:23](=O)[CH2:22][CH2:21]1.P(Cl)(Cl)(Cl)=O>>[CH3:19][CH:20]1[N:24]=[C:23]([N:6]2[C:5]3[CH:4]=[C:3]([C:2]([F:1])([F:17])[F:18])[CH:16]=[CH:15][C:14]=3[O:13][C:12]3[C:7]2=[CH:8][CH:9]=[CH:10][CH:11]=3)[CH2:22][CH2:21]1. Procedure: Reaction of 2-(trifluoromethyl)phenoxazine, 5-methyl-2-pyrrolidinone and phosphorus oxychloride according to the procedure of Example 1 provides the free base 10-(5-METHYL-1-PYRROLIN-2-YL)-2-(TRIFLUOROMETHYL)PHENOXAZINE as a distillable oil, b.p. 145°-152° C. at 0.03 mm Hg. Conversion of the free base to the hydrochloride salt affords 10-(5-METHYL-1-PYRROLIN-2YL)-2-(TRIFLUOROMETHYL)PHENOXAZINE HYDROCHLORIDE, m.p. 192.5°-195.5° C. (dec.) (corr.)., in a 45% overall yield. The reactants are ClC=1C=C(C=CC1Cl)C1=NC=2N(C(=C1)C(F)F)N=CC2C(=O)O (5-(3,4-dichloro-phenyl)-7-difluoromethyl-pyrazolo[1,5-a]pyrimidine-3-carboxylic acid), NC1=NC=C(C(=N)NO)C=C1 (6-amino-N-hydroxy-nicotinamidine). Product: ClC=1C=C(C=CC1Cl)C1=NC=2N(C(=C1)C(F)F)N=CC2C2=NC(=NO2)C=2C=CC(=NC2)N (5-{5-[5-(3,4-Dichloro-phenyl)-7-difluoromethyl-pyrazolo[1,5-a]pyrimidin-3-yl]-[1,2,4]oxadiazol-3-yl}-pyridin-2-ylamine). Reaction SMILES: [Cl:1][C:2]1[CH:3]=[C:4]([C:9]2[CH:14]=[C:13]([CH:15]([F:17])[F:16])[N:12]3[N:18]=[CH:19][C:20]([C:21]([OH:23])=O)=[C:11]3[N:10]=2)[CH:5]=[CH:6][C:7]=1[Cl:8].[NH2:24][C:25]1[CH:34]=[CH:33][C:28]([C:29]([NH:31]O)=[NH:30])=[CH:27][N:26]=1>>[Cl:1][C:2]1[CH:3]=[C:4]([C:9]2[CH:14]=[C:13]([CH:15]([F:16])[F:17])[N:12]3[N:18]=[CH:19][C:20]([C:21]4[O:23][N:31]=[C:29]([C:28]5[CH:33]=[CH:34][C:25]([NH2:24])=[N:26][CH:27]=5)[N:30]=4)=[C:11]3[N:10]=2)[CH:5]=[CH:6][C:7]=1[Cl:8]. Reported procedure: The title compound was prepared from 5-(3,4-dichloro-phenyl)-7-difluoromethyl-pyrazolo[1,5-a]pyrimidine-3-carboxylic acid (example C.7) (179 mg, 0.5 mmol) and 6-amino-N-hydroxy-nicotinamidine (example B.4) (114 mg, 0.75 mmol) according to general procedure II. Obtained after flash chromatography on silica gel (ethyl acetate/heptane) and further purification by crystallization (dichloromethane/hexane) as a yellow solid (92 mg, 39%). MS (ISP) 473.9 [(M+H)+]; mp 279° C. Starting materials: CCCCCCC, Oc1cc(F)cc(I)c1, [Na+], [Na+], O=C([O-])[O-], CC(=O)[O-], CC(=O)[O-], O, OB(O)c1ccccc1, [Pd+2]. The product is Oc1cc(F)cc(-c2ccccc2)c1. As a reaction SMILES: [CH3:25][CH2:26][CH2:27][CH2:28][CH2:29][CH2:30][CH3:31].[F:1][c:2]1[cH:3][c:4]([OH:9])[cH:5][c:6]([I:8])[cH:7]1.[Na+:19].[Na+:20].[O-:21][C:22](=[O:23])[O-:24].[O-:34][C:35]([CH3:36])=[O:37].[O-:38][C:39]([CH3:40])=[O:41].[OH2:32].[OH:10][B:11]([OH:12])[c:13]1[cH:14][cH:15][cH:16][cH:17][cH:18]1.[Pd+2:33]>>[F:1][c:2]1[cH:3][c:4]([OH:9])[cH:5][c:6](-[c:13]2[cH:14][cH:15][cH:16][cH:17][cH:18]2)[cH:7]1. The reactants are OCC1=CC=2NC(C3N(C2N=C1)CCCC3)=O (3-(hydroxymethyl)-7,8,9,10-tetrahydro-5H-dipyrido[1,2-a:3′,2′-e]pyrazin-6(6aH)-one), Cl.ClC1=CC=C(C=C1)C=1CCNCC1 (4-(4-chlorophenyl)-1,2,3,6-tetrahydropyridine hydrochloride), [I-].C(#N)C[P+](C)(C)C ((cyanomethyl)trimethylphosphonium iodide), C(C)N(C(C)C)C(C)C (N-ethyl-N-isopropylpropan-2-amine). Run in C(CC)#N (propionitrile), O (water). Conditions: temperature 90 celsius, time 2 hour. The product is ClC1=CC=C(C=C1)C1=CCN(CC1)CC1=CC=2NC(C3N(C2N=C1)CCCC3)=O (3-((4-(4-chlorophenyl)-5,6-dihydropyridin-1(2H)-yl)methyl)-7,8,9,10-tetrahydro-5H-dipyrido[1,2-a:3′,2′-e]pyrazin-6(6aH)-one). Yield: 19.0%. RXN SMILES: O[CH2:2][C:3]1[CH:12]=[N:11][C:10]2[N:9]3[CH2:13][CH2:14][CH2:15][CH2:16][CH:8]3[C:7](=[O:17])[NH:6][C:5]=2[CH:4]=1.[I-].C(C[P+](C)(C)C)#N.C(N(C(C)C)C(C)C)C.Cl.[Cl:36][C:37]1[CH:42]=[CH:41][C:40]([C:43]2[CH2:44][CH2:45][NH:46][CH2:47][CH:48]=2)=[CH:39][CH:38]=1>C(#N)CC.O>[Cl:36][C:37]1[CH:42]=[CH:41][C:40]([C:43]2[CH2:48][CH2:47][N:46]([CH2:2][C:3]3[CH:12]=[N:11][C:10]4[N:9]5[CH2:13][CH2:14][CH2:15][CH2:16][CH:8]5[C:7](=[O:17])[NH:6][C:5]=4[CH:4]=3)[CH2:45][CH:44]=2)=[CH:39][CH:38]=1 |f:1.2,4.5|. Procedure details: 3-(hydroxymethyl)-7,8,9,10-tetrahydro-5H-dipyrido[1,2-a:3′,2′-e]pyrazin-6(6aH)-one (100 mg, 0.43 mmol) was suspended in propionitrile (1 mL) and (cyanomethyl)trimethylphosphonium iodide (103 mg, 0.41 mmol) was added followed by N-ethyl-N-isopropylpropan-2-amine (180 ul, 1.03 mmol). To the stirred mixture was then added 4-(4-chlorophenyl)-1,2,3,6-tetrahydropyridine hydrochloride (94.0 mg, 0.41 mmol). The reaction was heated to 90° C. with stirring 2 h. The reaction was then cooled to room tempera... Reactants: CN(Cc1cc(Br)n(S(=O)(=O)c2ccccc2C#N)c1)C(=O)OC(C)(C)C, [Na+], [Na+], O=C([O-])[O-], c1ccc(P(c2ccccc2)(c2ccccc2)[Pd](P(c2ccccc2)(c2ccccc2)c2ccccc2)(P(c2ccccc2)(c2ccccc2)c2ccccc2)P(c2ccccc2)(c2ccccc2)c2ccccc2)cc1, OB(O)c1cccnc1. Yields the product CN(Cc1cc(-c2cccnc2)n(S(=O)(=O)c2ccccc2C#N)c1)C(=O)OC(C)(C)C. As a reaction SMILES: [Br:1][c:2]1[cH:3][c:4]([CH2:18][N:19]([C:20]([O:21][C:22]([CH3:23])([CH3:24])[CH3:25])=[O:26])[CH3:27])[cH:5][n:6]1[S:7](=[O:8])(=[O:9])[c:10]1[c:11]([C:16]#[N:17])[cH:12][cH:13][cH:14][cH:15]1.[Na+:37].[Na+:38].[O-:39][C:40](=[O:41])[O-:42].[cH:43]1[cH:44][cH:45][c:46]([P:47]([Pd:48]([P:49]([c:50]2[cH:51][cH:52][cH:53][cH:54][cH:55]2)([c:56]2[cH:57][cH:58][cH:59][cH:60][cH:61]2)[c:62]2[cH:63][cH:64][cH:65][cH:66][cH:67]2)([P:68]([c:69]2[cH:70][cH:71][cH:72][cH:73][cH:74]2)([c:75]2[cH:76][cH:77][cH:78][cH:79][cH:80]2)[c:81]2[cH:82][cH:83][cH:84][cH:85][cH:86]2)[P:87]([c:88]2[cH:89][cH:90][cH:91][cH:92][cH:93]2)([c:94]2[cH:95][cH:96][cH:97][cH:98][cH:99]2)[c:100]2[cH:101][cH:102][cH:103][cH:104][cH:105]2)([c:106]2[cH:107][cH:108][cH:109][cH:110][cH:111]2)[c:112]2[cH:113][cH:114][cH:115][cH:116][cH:117]2)[cH:118][cH:119]1.[n:28]1[cH:29][c:30]([B:34]([OH:35])[OH:36])[cH:31][cH:32][cH:33]1>>[c:2]1(-[c:30]2[cH:29][n:28][cH:33][cH:32][cH:31]2)[cH:3][c:4]([CH2:18][N:19]([C:20]([O:21][C:22]([CH3:23])([CH3:24])[CH3:25])=[O:26])[CH3:27])[cH:5][n:6]1[S:7](=[O:8])(=[O:9])[c:10]1[c:11]([C:16]#[N:17])[cH:12][cH:13][cH:14][cH:15]1.